Dataset: the Open Reaction Database (ORD), a public repository of structured organic reaction records. Task: describe an organic reaction: reactants, conditions, products, and yield Starting materials: II (iodine), [Li]CCCC (n-BuLi), CN(C)CCN(C)C (TMEDA), FC1=C(C=CC=C1)OC(F)(F)F (1-fluoro-2-(trifluoromethoxy)benzene). The solvent is C1CCOC1 (THF), C1CCOC1 (THF). Conditions: temperature -78 celsius, time 60 minute. Yields the product FC1=C(C=CC=C1OC(F)(F)F)I (2-Fluoro-1-iodo-3-(trifluoromethoxy)benzene). RXN SMILES: [F:1][C:2]1[CH:7]=[CH:6][CH:5]=[CH:4][C:3]=1[O:8][C:9]([F:12])([F:11])[F:10].[Li]CCCC.CN(CCN(C)C)C.[I:26]I>C1COCC1>[F:1][C:2]1[C:3]([O:8][C:9]([F:11])([F:10])[F:12])=[CH:4][CH:5]=[CH:6][C:7]=1[I:26]. Procedure details: To a solution of 1-fluoro-2-(trifluoromethoxy)benzene [2106-18-5] (20.0 g, 111 mmol) in dry THF (200 mL), cooled to −78° C., was added dropwise n-BuLi (2.5 M solution in n-hexane; 65 mL, 160 mmol) and subsequently TMEDA (60 mL). The reaction mixture was stirred for additional 60 min at −78° C., followed by addition of a solution of iodine (30.2 g, 120 mmol) in dry THF (50 mL). The resulting mixture was stirred for 1 h and then quenched by addition of a saturated aqueous NH4Cl solution (20 mL). T...